From a dataset of the Open Reaction Database (ORD), a public repository of structured organic reaction records. describe an organic reaction: reactants, conditions, products, and yield Reactants: ( M ), NC1=C(C=C(C=C1)OC(F)(F)F)C(=O)C1=CC=C(C=C1)OC ((2-Amino-5-trifluoromethoxy-phenyl)-(4-methoxy-phenyl)-methanone), FC(C(CC(C)=O)=O)(F)F (1,1,1-trifluoro-2,4-pentanedione), C(C)(C)O (isopropanol). The solvent is CCCCCCC.C(C)(=O)OCC (heptane ethyl acetate). Conditions: time 17 hour. Product: FC(C(=O)C=1C(=NC2=CC=C(C=C2C1C1=CC=C(C=C1)OC)OC(F)(F)F)C)(F)F (2,2,2-Trifluoro-1-[4-(4-methoxy-phenyl)-2-methyl-6-trifluoromethoxy-quinolin-3-yl]-ethanone). The yield is 58.0%. As a reaction SMILES: [NH2:1][C:2]1[CH:7]=[CH:6][C:5]([O:8][C:9]([F:12])([F:11])[F:10])=[CH:4][C:3]=1[C:13]([C:15]1[CH:20]=[CH:19][C:18]([O:21][CH3:22])=[CH:17][CH:16]=1)=O.[F:23][C:24]([F:32])([F:31])[C:25](=[O:30])[CH2:26][C:27](=O)[CH3:28].C(O)(C)C>CCCCCCC.C(OCC)(=O)C>[F:23][C:24]([F:32])([F:31])[C:25]([C:26]1[C:27]([CH3:28])=[N:1][C:2]2[C:3]([C:13]=1[C:15]1[CH:20]=[CH:19][C:18]([O:21][CH3:22])=[CH:17][CH:16]=1)=[CH:4][C:5]([O:8][C:9]([F:12])([F:11])[F:10])=[CH:6][CH:7]=2)=[O:30] |f:3.4|. Reported procedure: The title compound was prepared from (2-Amino-5-trifluoromethoxy-phenyl)-(4-methoxy-phenyl)-methanone [example A8] and 1,1,1-trifluoro-2,4-pentanedione according to the procedure of example 1, except that the solvent was isopropanol, the reaction time was of 17 h and a grandient of heptane/ethyl acetate was used. Yield: 58%; MS: m/z=429 (M).